Dataset: the Open Reaction Database (ORD), a public repository of structured organic reaction records. Task: describe an organic reaction: reactants, conditions, products, and yield The reactants are CN(C)c1ccncc1, C(=NC1CCCCC1)=NC1CCCCC1, ClCCl, O=C(O)c1ccc(I)nc1, OCc1ccccc1. The product is O=C(OCc1ccccc1)c1ccc(I)nc1. As a reaction SMILES: [CH3:37][N:38]([CH3:39])[c:40]1[cH:41][cH:42][n:43][cH:44][cH:45]1.[CH:19]1([N:20]=[C:21]=[N:22][CH:23]2[CH2:24][CH2:25][CH2:26][CH2:27][CH2:28]2)[CH2:29][CH2:30][CH2:31][CH2:32][CH2:33]1.[Cl:34][CH2:35][Cl:36].[I:1][c:2]1[n:3][cH:4][c:5]([C:8](=[O:9])[OH:10])[cH:6][cH:7]1.[OH:11][CH2:12][c:13]1[cH:14][cH:15][cH:16][cH:17][cH:18]1>>[I:1][c:2]1[n:3][cH:4][c:5]([C:8](=[O:9])[O:10][CH2:12][c:13]2[cH:14][cH:15][cH:16][cH:17][cH:18]2)[cH:6][cH:7]1.